Dataset: the Open Reaction Database (ORD), a public repository of structured organic reaction records. Task: describe an organic reaction: reactants, conditions, products, and yield Reactants: O=C(O)c1ccc(F)c(Cl)c1F, O=[N+]([O-])O. The product is O=C(O)c1cc([N+](=O)[O-])c(F)c(Cl)c1F. RXN SMILES: [Cl:1][c:2]1[c:3]([F:12])[c:4]([C:5](=[O:6])[OH:7])[cH:8][cH:9][c:10]1[F:11].[OH:13][N+:14]([O-:15])=[O:16]>>[Cl:1][c:2]1[c:3]([F:12])[c:4]([C:5](=[O:6])[OH:7])[cH:8][c:9]([N+:14](=[O:13])[O-:15])[c:10]1[F:11]. The reactants are ClC1=C(C(=CC=2OC(OC21)C(=O)OCC)C(=O)C2=CC=NN2C2=NC=CC=C2)Cl (ethyl 4,5-dichloro-6-(1-[2-pyridyl]-5-pyrazolylcarbonyl)-1,3-benzodioxole-2-carboxylate), O.[OH-].[Li+] (lithium hydroxide monohydrate). Solvent: O1CCCC1 (tetrahydrofuran), O (water). Conditions: time 1 hour. Product: ClC1=C(C(=CC=2OC(OC21)C(=O)O)C(=O)C2=CC=NN2C2=NC=CC=C2)Cl (4,5-dichloro-6-[1-(2-pyridyl)-5-pyrazolylcarbonyl]-1,3-benzodioxole-2-carboxylic acid). Yield: 96.2%. RXN SMILES: [Cl:1][C:2]1[C:10]2[O:9][CH:8]([C:11]([O:13]CC)=[O:12])[O:7][C:6]=2[CH:5]=[C:4]([C:16]([C:18]2[N:22]([C:23]3[CH:28]=[CH:27][CH:26]=[CH:25][N:24]=3)[N:21]=[CH:20][CH:19]=2)=[O:17])[C:3]=1[Cl:29].O.[OH-].[Li+]>O1CCCC1.O>[Cl:1][C:2]1[C:10]2[O:9][CH:8]([C:11]([OH:13])=[O:12])[O:7][C:6]=2[CH:5]=[C:4]([C:16]([C:18]2[N:22]([C:23]3[CH:28]=[CH:27][CH:26]=[CH:25][N:24]=3)[N:21]=[CH:20][CH:19]=2)=[O:17])[C:3]=1[Cl:29] |f:1.2.3|. Procedure: 1.5 g of ethyl 4,5-dichloro-6-(1-[2-pyridyl]-5-pyrazolylcarbonyl)-1,3-benzodioxole-2-carboxylate are dissolved in a mixture of 18 ml of tetrahydrofuran and 2 ml of water. 177 mg of lithium hydroxide monohydrate are added to the solution and the mixture is stirred at room temperature for one hour. The reaction mixture is concentrated under reduced pressure to remove tetrahydrofuran. Water and 1N hydrochloric acid are added to the residue, and the mixture is extracted with ethyl acetate. The extra...